This data is from the Open Reaction Database (ORD), a public repository of structured organic reaction records. The task is: describe an organic reaction: reactants, conditions, products, and yield The reactants are C1CCOC1, COCCl, CCCCCC, CC(C)[N-]C(C)C, O=C(O)C1CCCCC1, CC(C)NC(C)C, [Li+], [Li]CCCC. Product: COCC1(C(=O)O)CCCCC1. As a reaction SMILES: [CH2:40]1[O:41][CH2:42][CH2:43][CH2:44]1.[CH3:30][O:31][CH2:32][Cl:33].[CH3:34][CH2:35][CH2:36][CH2:37][CH2:38][CH3:39].[CH:10]([N-:11][CH:12]([CH3:13])[CH3:14])([CH3:15])[CH3:16].[CH:1]1([C:7](=[O:8])[OH:9])[CH2:2][CH2:3][CH2:4][CH2:5][CH2:6]1.[CH:23]([NH:24][CH:25]([CH3:26])[CH3:27])([CH3:28])[CH3:29].[Li+:17].[Li:18][CH2:19][CH2:20][CH2:21][CH3:22]>>[C:1]1([C:7](=[O:8])[OH:9])([CH2:32][O:31][CH3:30])[CH2:2][CH2:3][CH2:4][CH2:5][CH2:6]1. The reactants are BrC=1C(=NC(=NC1)Cl)Cl (5-bromo-2,4-dichloropyrimidine), [S-]C#N.[K+] (potassium thiocyanate). Run in formid acid. The product is BrC=1C(=NC(=NC1)Cl)SC#N (5-bromo-2-chloro-4-thiocyanopyrimidine). Isolated yield 80.0%. Reaction SMILES: [Br:1][C:2]1[C:3](Cl)=[N:4][C:5]([Cl:8])=[N:6][CH:7]=1.[S-:10][C:11]#[N:12].[K+]>>[Br:1][C:2]1[C:3]([S:10][C:11]#[N:12])=[N:4][C:5]([Cl:8])=[N:6][CH:7]=1 |f:1.2|. Procedure details: In 100 ml of formid acid, a reaction of 23.0 g of 5-bromo-2,4-dichloropyrimidine and 10.0 g of potassium thiocyanate was conducted at room temperature (20° C.) for 4 hours in a similar manner as Synthesis Example 1. Then, the reaction mixture was treated in a similar procedure as Synthesis Example 1, there was obtained a 80.0% yield of 5-bromo-2-chloro-4-thiocyanopyrimidine, m.p. 166.5°-170° C.